This data is from the Open Reaction Database (ORD), a public repository of structured organic reaction records. The task is: describe an organic reaction: reactants, conditions, products, and yield The reactants are N1(CCNCC1)C1=CC=C(C(=O)C2=CC=CC=C2)C=C1 (4-piperazinobenzophenone), CN(C=O)C (dimethylformamide), C=1(C(=CC=CC1)C)C.[C-]#[C-].[Na+].[Na+] (Sodium acetylide xylene). Solvent: O (water). The product is C1(=CC=CC=C1)C(C#C)(O)C1=CC=C(C=C1)N1CCNCC1 (1-phenyl-1-(4-piperazinophenyl)-2-propyn-1-ol). Reaction SMILES: [N:1]1([C:7]2[CH:20]=[CH:19][C:10]([C:11]([C:13]3[CH:18]=[CH:17][CH:16]=[CH:15][CH:14]=3)=[O:12])=[CH:9][CH:8]=2)[CH2:6][CH2:5][NH:4][CH2:3][CH2:2]1.CN(C)C=O.[C:26]1(C)C(C)=CC=C[CH:31]=1.[C-]#[C-].[Na+].[Na+]>O>[C:13]1([C:11]([C:10]2[CH:9]=[CH:8][C:7]([N:1]3[CH2:6][CH2:5][NH:4][CH2:3][CH2:2]3)=[CH:20][CH:19]=2)([OH:12])[C:26]#[CH:31])[CH:18]=[CH:17][CH:16]=[CH:15][CH:14]=1 |f:2.3.4.5|. Procedure details: To a 500 mL beaker was added the product from Step 3 (30 g) and anhydrous dimethylformamide (50 mL). Sodium acetylide xylene slurry (22 wt %, 90 g) was dropped to the mixture through addition funnel slowly. The reaction mixture was stirred with a glass stirring bar for 10 minutes. The mixture was poured into water (400 mL). The resulting mixture was extracted with ethyl acetate (200 mL). The recovered top layer was filtered through a silica gel plug using ethyl acetate and methanol mixture as el...